describe an organic reaction: reactants, conditions, products, and yield From a dataset of the Open Reaction Database (ORD), a public repository of structured organic reaction records. Reactants: BrCc1cccc(I)c1, C=CCCCCSCC(C)C(=O)O. Product: CC(CSCc1cccc(I)c1)C(=O)O. Reaction SMILES: [Br:14][CH2:15][c:16]1[cH:17][c:18]([I:22])[cH:19][cH:20][cH:21]1.[CH2:1]([CH2:2][CH2:3][CH2:4][CH:5]=[CH2:6])[S:7][CH2:8][CH:9]([C:10](=[O:11])[OH:12])[CH3:13]>>[S:7]([CH2:8][CH:9]([C:10](=[O:11])[OH:12])[CH3:13])[CH2:15][c:16]1[cH:17][c:18]([I:22])[cH:19][cH:20][cH:21]1. Reactants: CCOC(C)=O, CCCCCC, O=C(OCc1cncs1)Oc1ccc([N+](=O)[O-])cc1, CC(C)(C)OC(=O)NC(Cc1ccccc1)CC(O)C(N)Cc1ccccc1, CN(C)C=O. As a reaction SMILES: [CH3:48][CH2:49][O:50][C:51]([CH3:52])=[O:53].[CH3:54][CH2:55][CH2:56][CH2:57][CH2:58][CH3:59].[N+:29]([c:30]1[cH:31][cH:32][c:33]([O:38][C:39](=[O:34])[O:41][CH2:42][c:43]2[cH:44][n:45][cH:46][s:47]2)[cH:35][cH:36]1)([O-:37])=[O:40].[NH2:1][CH:2]([CH2:3][c:4]1[cH:5][cH:6][cH:7][cH:8][cH:9]1)[CH:10]([CH2:11][CH:12]([CH2:13][c:14]1[cH:15][cH:16][cH:17][cH:18][cH:19]1)[NH:20][C:21](=[O:22])[O:23][C:24]([CH3:25])([CH3:26])[CH3:27])[OH:28].[O:60]=[CH:61][N:62]([CH3:63])[CH3:64]>>[NH:1]([CH:2]([CH2:3][c:4]1[cH:5][cH:6][cH:7][cH:8][cH:9]1)[CH:10]([CH2:11][CH:12]([CH2:13][c:14]1[cH:15][cH:16][cH:17][cH:18][cH:19]1)[NH:20][C:21](=[O:22])[O:23][C:24]([CH3:25])([CH3:26])[CH3:27])[OH:28])[C:39](=[O:38])[O:41][CH2:42][c:43]1[cH:44][n:45][cH:46][s:47]1. Product: CC(C)(C)OC(=O)NC(Cc1ccccc1)CC(O)C(Cc1ccccc1)NC(=O)OCc1cncs1. Starting materials: BrC1=CC=C(C=C1)C1(CC1)CC#N ([1-(4-Bromo-phenyl)-cyclopropyl]-acetonitrile), C(CO)O (ethylene glycol), [OH-].[K+] (potassium hydroxide), Cl (HCl). Conditions: temperature 180 celsius, time 8 hour. The product is BrC1=CC=C(C=C1)C1(CC1)CC(=O)O ([1-(4-Bromo-phenyl)-cyclopropyl]-acetic acid). RXN SMILES: [Br:1][C:2]1[CH:7]=[CH:6][C:5]([C:8]2(CC#N)[CH2:10][CH2:9]2)=[CH:4][CH:3]=1.[OH-:14].[K+].Cl.[CH2:17]([OH:20])[CH2:18]O>>[Br:1][C:2]1[CH:7]=[CH:6][C:5]([C:8]2([CH2:18][C:17]([OH:20])=[O:14])[CH2:10][CH2:9]2)=[CH:4][CH:3]=1 |f:1.2|. Procedure details: [1-(4-Bromo-phenyl)-cyclopropyl]-acetonitrile (3.95 g, 16.73 mmol) and potassium hydroxide (3.75 g, 66.92 mmol) were combined in ethylene glycol (24 mL) and stirred at 180° C. overnight. The mixture was acidified with 6 N aqueous HCl and extracted three times with EtOAc. The combined organic layers were dried and concentrated to yield the title compound. The reactants are CCOC(=O)C(F)(F)Br, CC(C)(C)OC(=O)N1CCC(O)(CN)CC1, CN(C)C=O. The product is CC(C)(C)OC(=O)N1CCC(O)(CNC(=O)C(F)(F)Br)CC1. Reaction SMILES: [Br:17][C:18]([C:19](=[O:20])[O:21][CH2:22][CH3:23])([F:24])[F:25].[NH2:1][CH2:2][C:3]1([OH:16])[CH2:4][CH2:5][N:6]([C:9](=[O:10])[O:11][C:12]([CH3:13])([CH3:14])[CH3:15])[CH2:7][CH2:8]1.[O:26]=[CH:27][N:28]([CH3:29])[CH3:30]>>[NH:1]([CH2:2][C:3]1([OH:16])[CH2:4][CH2:5][N:6]([C:9](=[O:10])[O:11][C:12]([CH3:13])([CH3:14])[CH3:15])[CH2:7][CH2:8]1)[C:19]([C:18]([Br:17])([F:24])[F:25])=[O:20]. Reactants: CNCC1=CC=C(O1)CSCCN (2-[[5-[(methylamino)methyl]-2-furanylmethyl]thio]ethanamine), CSC(=C[N+](=O)[O-])SC (1,1-bis-(methylthio)-2-nitroethene), C(C(=O)O)(=O)O (oxalic acid). Reported procedure: A solution of 2-[[5-[(methylamino)methyl]-2-furanylmethyl]thio]ethanamine (6.0 g) and 1,1-bis-(methylthio)-2-nitroethene (19.8 g) in dry dimethylformamide (150 ml) was stirred for 1 hour at 0° and for 5 hours at room temperature. A solution of oxalic acid (4.0 g) in dry dimethylformamide (16 ml) was added and the solid which formed during 18 hours was filtered, washed with dimethylformamide, ethanol and ether and dried. The solid was suspended in water (200 ml) at 55° and on cooling was filtered... Product: C(C(=O)O)(=O)O.CNCC=1OC(=CC1)CSCCNC(=C[N+](=O)[O-])SC (N-Methyl-5-[[[2-[(1-methylthio-2-nitroethenyl)amino]ethyl]thio]methyl]-2-furanmethanamine, oxalate salt). RXN SMILES: [CH3:1][NH:2][CH2:3][C:4]1[O:8][C:7]([CH2:9][S:10][CH2:11][CH2:12][NH2:13])=[CH:6][CH:5]=1.[CH3:14][S:15][C:16](SC)=[CH:17][N+:18]([O-:20])=[O:19].[C:23]([OH:28])(=[O:27])[C:24]([OH:26])=[O:25]>CN(C)C=O>[C:23]([OH:28])(=[O:27])[C:24]([OH:26])=[O:25].[CH3:1][NH:2][CH2:3][C:4]1[O:8][C:7]([CH2:9][S:10][CH2:11][CH2:12][NH:13][C:16]([S:15][CH3:14])=[CH:17][N+:18]([O-:20])=[O:19])=[CH:6][CH:5]=1 |f:4.5|. Yield: 26.6%. Run in CN(C=O)C (dimethylformamide), CN(C=O)C (dimethylformamide). Starting materials: ClC=1C=CC2=C(C(=C(S2)S(=O)(=O)NC=2C=C(C(=O)O)C=CC2)C)C1 (3-{[(5-chloro-3-methyl-1-benzothien-2-yl)sulfonyl]-amino}benzoic acid), ClC=1C=CC2=C(C(=C(S2)S(=O)(=O)NC=2C=C(C(=O)O)C=CC2)C)C1 (3-{[(5-chloro-3-methyl-1-benzothien-2-yl)sulfonyl]-amino}benzoic acid), OCC1COCC1 (3-hydroxymethyltetrahydrofuran). The product is ClC=1C=CC2=C(C(=C(S2)S(=O)(=O)NC=2C=C(C(=O)OCC3COCC3)C=CC2)C)C1 (Tetrahydrofuran-3-ylmethyl 3-{[(5-chloro-3-methyl-1-benzothiophen-2-yl)sulfonyl]amino}benzoate). Yield: 64.0%. As a reaction SMILES: [Cl:1][C:2]1[CH:3]=[CH:4][C:5]2[S:9][C:8]([S:10]([NH:13][C:14]3[CH:15]=[C:16]([CH:20]=[CH:21][CH:22]=3)[C:17]([OH:19])=[O:18])(=[O:12])=[O:11])=[C:7]([CH3:23])[C:6]=2[CH:24]=1.O[CH2:26][CH:27]1[CH2:31][CH2:30][O:29][CH2:28]1>>[Cl:1][C:2]1[CH:3]=[CH:4][C:5]2[S:9][C:8]([S:10]([NH:13][C:14]3[CH:15]=[C:16]([CH:20]=[CH:21][CH:22]=3)[C:17]([O:19][CH2:26][CH:27]3[CH2:31][CH2:30][O:29][CH2:28]3)=[O:18])(=[O:12])=[O:11])=[C:7]([CH3:23])[C:6]=2[CH:24]=1. Procedure: The product was prepared from 3-{[(5-chloro-3-methyl-1-benzothien-2-yl)sulfonyl]amino}benzoic acid (21 mg, 0.055 mmol) (Intermediate 19) and 3-hydroxymethyltetrahydrofuran (10.2 mg, 0.100 mmol) according to the General Procedure 7, described in Example 107. The title compound was obtained in 64% yield (16.5 mg). 1H NMR (500 MHz, CDCl3) δ ppm 1.67 (dddd, J=12.56, 7.90, 7.00, 5.96 Hz, 1 H) 2.06 (dddd, J=12.56, 8.61, 7.70, 5.54 Hz, 1 H) 2.45 (s, 3 H) 2.61-2.70 (m, 1 H) 3.62 (dd, J=8.86, 5.45 Hz, 1 ... The reactants are C(C)(C)(C)OP(=O)(CNCC1=CC=CC=C1)CC(C(=O)OC(C)(C)C)CCC(=O)OC(C)(C)C (di-tert-butyl 2-[((tert-butoxy){[benzylamino]methyl}phosphoryl)methyl]pentane-1,5-dioate). Reagents/catalysts: [Pd] (palladium on carbon). The solvent is C(C)O (ethanol). Run at time 4 day. Product: NCP(=O)(OC(C)(C)C)CC(C(=O)OC(C)(C)C)CCC(=O)OC(C)(C)C (Di-tert-butyl 2-{[(aminomethyl)(tert-butoxy)phosphoryl]methyl}pentane-1,5-dioate). The yield is 98.6%. Reaction SMILES: [C:1]([O:5][P:6]([CH2:17][CH:18]([CH2:26][CH2:27][C:28]([O:30][C:31]([CH3:34])([CH3:33])[CH3:32])=[O:29])[C:19]([O:21][C:22]([CH3:25])([CH3:24])[CH3:23])=[O:20])([CH2:8][NH:9]CC1C=CC=CC=1)=[O:7])([CH3:4])([CH3:3])[CH3:2]>C(O)C.[Pd]>[NH2:9][CH2:8][P:6]([CH2:17][CH:18]([CH2:26][CH2:27][C:28]([O:30][C:31]([CH3:34])([CH3:33])[CH3:32])=[O:29])[C:19]([O:21][C:22]([CH3:23])([CH3:24])[CH3:25])=[O:20])([O:5][C:1]([CH3:3])([CH3:4])[CH3:2])=[O:7]. Procedure: To a solution of di-tert-butyl 2-[((tert-butoxy){[benzylamino]methyl}phosphoryl)methyl]pentane-1,5-dioate (8.20 g, 16.5 mmol) in ethanol (100 mL) was added palladium on carbon (0.50 g), and the suspension was shaken under hydrogen (50 psi) for 4 days. The catalyst was removed by filtration through a pad of Celite. The filtrate was concentrated to give 6.629 g of colorless oil (99% yield): 1H NMR (CD3OD) δ1.40-1.60 (m, 27H), 1.80-2.00 (m, 3H) 2.2-2.4 (m, 3H), 2.7-3.0 (m, 3H). Reactants: BrC1=CC=C(C=C1)C1=CC=C(C=C1)C(CCC(=O)O)=O (4-(4′-bromo-biphenyl-4-yl)-4-oxo-butyric acid), C([O-])([O-])=O.[K+].[K+] (potassium carbonate), Cl.NO (hydroxylamine hydrochloride). Run in C(C)O (ethanol), O (water), CO (methanol). Reaction conditions: time 6 day. Product: BrC1=CC=C(C=C1)C1=CC=C(C=C1)C(CCC(=O)O)=NO (4-(4′-bromo-biphenyl-4-yl)-4-hydroxyimino-butyric acid). Isolated yield 66.7%. As a reaction SMILES: [Br:1][C:2]1[CH:7]=[CH:6][C:5]([C:8]2[CH:13]=[CH:12][C:11]([C:14](=O)[CH2:15][CH2:16][C:17]([OH:19])=[O:18])=[CH:10][CH:9]=2)=[CH:4][CH:3]=1.C(=O)([O-])[O-].[K+].[K+].Cl.[NH2:28][OH:29]>C(O)C.O.CO>[Br:1][C:2]1[CH:7]=[CH:6][C:5]([C:8]2[CH:13]=[CH:12][C:11]([C:14](=[N:28][OH:29])[CH2:15][CH2:16][C:17]([OH:19])=[O:18])=[CH:10][CH:9]=2)=[CH:4][CH:3]=1 |f:1.2.3,4.5|. Procedure details: To a stirred suspension of 4-(4′-bromo-biphenyl-4-yl)-4-oxo-butyric acid (0.718 g, 0.00215 mol) and potassium carbonate (0.167 g, 0.00121 mol) in absolute ethanol (15 mL) was added a solution of hydroxylamine hydrochloride (0.180 g, 0.00259 mol) in water (3 mL), and the mixture stirred at room temperature for 6 days. The mixture was rotary evaporated. The residue was dissolved in methanol, silica gel (10 g) was added, and the mixture rotary evaporated to dryness. The powder was purified by chrom...